This data is from the Open Reaction Database (ORD), a public repository of structured organic reaction records. The task is: describe an organic reaction: reactants, conditions, products, and yield The reactants are Cc1ccnc2c1C(=O)CC(c1ccccc1Br)C2, CCO, Cl, Cl, N=C(N)NN, O. The product is Cc1ccnc2c1C(=NNC(=N)N)CC(c1ccccc1Br)C2, Cl. As a reaction SMILES: [Br:1][c:2]1[c:3]([CH:8]2[CH2:9][C:10](=[O:19])[c:11]3[c:12]([CH3:18])[cH:13][cH:14][n:15][c:16]3[CH2:17]2)[cH:4][cH:5][cH:6][cH:7]1.[CH3:28][CH2:29][OH:30].[ClH:20].[ClH:26].[NH2:21][NH:22][C:23](=[NH:24])[NH2:25].[OH2:27]>>[Br:1][c:2]1[c:3]([CH:8]2[CH2:9][C:10](=[N:21][NH:22][C:23](=[NH:24])[NH2:25])[c:11]3[c:12]([CH3:18])[cH:13][cH:14][n:15][c:16]3[CH2:17]2)[cH:4][cH:5][cH:6][cH:7]1.[ClH:20]. The reactants are 12, [OH-].[K+] (potassium hydroxide), NC1=NC=C(C=C1Br)Cl (2-amino-3-bromo-5-chloropyridine), Cl (hydrochloric acid). The reagents and catalysts are [Cu] (copper). The solvent is O (water). Run at temperature 170 celsius, time 10 hour. Product: NC1=NC=C(C=C1O)Cl (2-amino-3-hydroxy-5-chloropyridine). Isolated yield 70.0%. Reaction SMILES: [OH-:1].[K+].[NH2:3][C:4]1[C:9](Br)=[CH:8][C:7]([Cl:11])=[CH:6][N:5]=1.Cl>[Cu].O>[NH2:3][C:4]1[C:9]([OH:1])=[CH:8][C:7]([Cl:11])=[CH:6][N:5]=1 |f:0.1|. Procedure details: A mixture of 12 parts of potassium hydroxide (85%), 200 parts of water, 10.4 parts of 2-amino-3-bromo-5-chloropyridine and 0.5 part of copper powder is stirred under nitrogen in an autoclave for 10 hours at 170° C. The aqueous solution is afterwards neutralised with concentrated hydrochloric acid and the water is largely evaporated off. While still moist the residue is extracted in the hot state twice with ethyl acetate. The combined extracts are purified with active charcoal, and the solvent is... Starting materials: C(#N)CCSC1=C(C=C(C(=C1)N)SCCC#N)NC(C1=CC=C(C=C1)[N+](=O)[O-])=O (2,5-Bis[(2-cyanoethyl)sulfanyl]-N-(4-nitrobenzoyl)-1,4-phenylenediamine), OC1=CC=C(C(=O)O)C=C1 (4-hydroxybenzoic acid). Run in CN1CCCC1=O (NMP). Yields the product C(#N)CCSC1=C(C=C(C(=C1)NC(C1=CC=C(C=C1)[N+](=O)[O-])=O)SCCC#N)NC(C1=CC=C(C=C1)O)=O (2,5-bis[(2-cyanoethyl)sulfanyl]-N-(p-hydroxybenzoyl)-N′-(p-nitrobenzoyl)-p-phenylenediamine). Isolated yield 76.3%. As a reaction SMILES: [C:1]([CH2:3][CH2:4][S:5][C:6]1[CH:11]=[C:10]([NH2:12])[C:9]([S:13][CH2:14][CH2:15][C:16]#[N:17])=[CH:8][C:7]=1[NH:18][C:19](=[O:29])[C:20]1[CH:25]=[CH:24][C:23]([N+:26]([O-:28])=[O:27])=[CH:22][CH:21]=1)#[N:2].[OH:30][C:31]1[CH:39]=[CH:38][C:34]([C:35](O)=[O:36])=[CH:33][CH:32]=1>CN1C(=O)CCC1>[C:16]([CH2:15][CH2:14][S:13][C:9]1[CH:8]=[C:7]([NH:18][C:19](=[O:29])[C:20]2[CH:21]=[CH:22][C:23]([N+:26]([O-:28])=[O:27])=[CH:24][CH:25]=2)[C:6]([S:5][CH2:4][CH2:3][C:1]#[N:2])=[CH:11][C:10]=1[NH:12][C:35](=[O:36])[C:34]1[CH:38]=[CH:39][C:31]([OH:30])=[CH:32][CH:33]=1)#[N:17]. Procedure details: 2,5-Bis[(2-cyanoethyl)sulfanyl]-N-(4-nitrobenzoyl)-1,4-phenylenediamine (1.0 g, 2.34 mmol) as prepared from the above Example 1 was admixed with 4-hydroxybenzoic acid (0.328 g, 2.38 mmol) in 11.7 mL NMP under nitrogen purge, followed by addition of lithium chloride (LiCl, 0.58 g), triphenylphosphite (TPP, 2.92 mL) and pyridine (2.92 mL). The resultant mixture was heated to a temperature of 80˜95° C. for about 4 h, followed by cooling to room temperature. 400 mL of water was subsequently added wi...